From a dataset of the Open Reaction Database (ORD), a public repository of structured organic reaction records. describe an organic reaction: reactants, conditions, products, and yield The reactants are CCCC(=O)C1C(=O)CC(C2COCCC2C)CC1=O, CCO[NH3+], CC(=O)[O-], CCO, [Cl-], [Na+], O. Product: CCCC(NOCC)=C1C(=O)CC(C2COCCC2C)CC1=O. RXN SMILES: [C:11]([CH2:12][CH2:13][CH3:14])(=[O:15])[CH:16]1[C:17](=[O:30])[CH2:18][CH:19]([CH:23]2[CH2:24][O:25][CH2:26][CH2:27][CH:28]2[CH3:29])[CH2:20][C:21]1=[O:22].[CH2:7]([CH3:8])[O:9][NH3+:10].[CH3:2][C:3](=[O:4])[O-:5].[CH3:32][CH2:33][OH:34].[Cl-:6].[Na+:1].[OH2:31]>>[CH2:7]([CH3:8])[O:9][NH:10][C:11]([CH2:12][CH2:13][CH3:14])=[C:16]1[C:17](=[O:30])[CH2:18][CH:19]([CH:23]2[CH2:24][O:25][CH2:26][CH2:27][CH:28]2[CH3:29])[CH2:20][C:21]1=[O:22].